Dataset: the Open Reaction Database (ORD), a public repository of structured organic reaction records. Task: describe an organic reaction: reactants, conditions, products, and yield Reactants: C(CCCC)(C1=CC=CC=C1)=N (valerophenone imine), O.O.O.O.O.O.O.[Cl-].[Ce+3].[Cl-].[Cl-] (cerium chloride heptahydrate), [OH-].[NH4+] (ammonium hydroxide), C[Li] (methyllithium), CCOCC (ether). The solvent is O1CCCC1 (tetrahydrofuran), O1CCCC1 (tetrahydrofuran). Run at time 3 hour. Product: CC(C1=CC=CC=C1)(CCCC)N (α-Methyl-α-butylbenzylamine). Isolated yield 55.7%. Reaction SMILES: O.O.O.O.O.O.O.[Cl-].[Ce+3].[Cl-].[Cl-].C[Li].[CH3:14]COCC.[C:19](=[NH:30])([C:24]1[CH:29]=[CH:28][CH:27]=[CH:26][CH:25]=1)[CH2:20][CH2:21][CH2:22][CH3:23].[OH-].[NH4+]>O1CCCC1>[CH3:14][C:19]([NH2:30])([CH2:20][CH2:21][CH2:22][CH3:23])[C:24]1[CH:29]=[CH:28][CH:27]=[CH:26][CH:25]=1 |f:0.1.2.3.4.5.6.7.8.9.10,14.15|. Procedure details: A suspension of MeCeCl2 was prepared as described in Example 1 from 7.5 g (20 mmol) of cerium chloride heptahydrate, 40 mL of tetrahydrofuran, and 14 mL of 1.4M methyllithium in ether (20 mmol). To this was added below -60° a solution of 1.35 g (8.4 mmol) of valerophenone imine in 5 mL of tetrahydrofuran. The mixture was stirred in a dry ice-acetone bath for 3 hours, treated below -40° slowly with 12 mL of conc. ammonium hydroxide solution, and allowed to come to room temperature. Celite™ was ad...